Dataset: the Open Reaction Database (ORD), a public repository of structured organic reaction records. Task: describe an organic reaction: reactants, conditions, products, and yield The reactants are SC1=CC=C(C=C1)C(=C(C1=CC=C(C=C1)S)C1=CC=C(C=C1)S)C1=CC=C(C=C1)S (1,1,2,2-tetrakis(4-mercaptophenyl)ethylene), ice, [H-].[Na+] (sodium hydride), BrCCC#N (3-bromopropionitrile). The solvent is C1CCOC1 (THF). Conditions: temperature 85 celsius. Yields the product C(#N)CCSC1=CC=C(C=C1)C(=C(C1=CC=C(C=C1)SCCC#N)C1=CC=C(C=C1)SCCC#N)C1=CC=C(C=C1)SCCC#N (1,1,2,2-tetrakis(4-cyanoethylthiophenyl)ethylene). Reaction SMILES: [SH:1][C:2]1[CH:7]=[CH:6][C:5]([C:8]([C:24]2[CH:29]=[CH:28][C:27]([SH:30])=[CH:26][CH:25]=2)=[C:9]([C:17]2[CH:22]=[CH:21][C:20]([SH:23])=[CH:19][CH:18]=2)[C:10]2[CH:15]=[CH:14][C:13]([SH:16])=[CH:12][CH:11]=2)=[CH:4][CH:3]=1.[H-].[Na+].Br[CH2:34][CH2:35][C:36]#[N:37]>C1COCC1>[C:36]([CH2:35][CH2:34][S:1][C:2]1[CH:3]=[CH:4][C:5]([C:8]([C:24]2[CH:25]=[CH:26][C:27]([S:30][CH2:34][CH2:35][C:36]#[N:37])=[CH:28][CH:29]=2)=[C:9]([C:17]2[CH:22]=[CH:21][C:20]([S:23][CH2:34][CH2:35][C:36]#[N:37])=[CH:19][CH:18]=2)[C:10]2[CH:11]=[CH:12][C:13]([S:16][CH2:34][CH2:35][C:36]#[N:37])=[CH:14][CH:15]=2)=[CH:6][CH:7]=1)#[N:37] |f:1.2|. Reported procedure: 1,1,2,2-tetrakis(4-mercaptophenyl)ethylene (0.5 mmol) made in Example 2 was added to 30 ml of THF, and 160 mg (4.0 mmol) of sodium hydride and 0.35 mL (4.0 mmol) of 3-bromopropionitrile were added with stirring in an ice-cooled bath followed by being refluxed at 85° C. for 24 hours. After solvent was evaporated, ice-cooled water was added to the residue, the mixture was acidified with hydrochloric acid, and then was extracted with dichloromethane. The extract was dehydrated with anhydrous magnes...